Dataset: the Open Reaction Database (ORD), a public repository of structured organic reaction records. Task: describe an organic reaction: reactants, conditions, products, and yield Reactants: CO (methanol), [OH-].[Li+] (lithium hydroxide), C1N(CC2=CC=CC=C12)C(=O)NC1=CC=C(C(=O)OC)C=C1 (Methyl 4-(isoindoline-2-carboxamido)benzoate). Solvent: O1CCCC1 (tetrahydrofuran). The product is C1N(CC2=CC=CC=C12)C(=O)NC1=CC=C(C(=O)O)C=C1 (4-(isoindoline-2-carboxamido)benzoic acid). Reaction SMILES: [CH2:1]1[C:9]2[C:4](=[CH:5][CH:6]=[CH:7][CH:8]=2)[CH2:3][N:2]1[C:10]([NH:12][C:13]1[CH:22]=[CH:21][C:16]([C:17]([O:19]C)=[O:18])=[CH:15][CH:14]=1)=[O:11].CO.[OH-].[Li+]>O1CCCC1>[CH2:1]1[C:9]2[C:4](=[CH:5][CH:6]=[CH:7][CH:8]=2)[CH2:3][N:2]1[C:10]([NH:12][C:13]1[CH:14]=[CH:15][C:16]([C:17]([OH:19])=[O:18])=[CH:21][CH:22]=1)=[O:11] |f:2.3|. Procedure details: Methyl 4-(isoindoline-2-carboxamido)benzoate (1.65 g, 5.57 mmol) was dissolved in tetrahydrofuran (30 ml) and methanol (15.00 ml) followed by the addition of lithium hydroxide (11.14 ml, 22.27 mmol) and the mixture was allowed to stir at ambient temperature over the weekend. The organic solvent was removed under vacuum, the aqueous layer was adjusted to pH ˜3 with 2N aqueous HCl, and the resulting solid was filtered with water washes to provide the title compound after drying. The reactants are CC(O)C1=CCC2C3=CC=C4CC(O[Si](C)(C)C(C)(C)C)CC(O[Si](C)(C)C(C)(C)C)C4(C)C3CCC12C, C=CC(=O)N(C)C, [Cl-], [H-], [NH4+], [Na+], C1CCOC1. The product is CC(OCCC(=O)N(C)C)C1=CCC2C3=CC=C4CC(O[Si](C)(C)C(C)(C)C)CC(O[Si](C)(C)C(C)(C)C)C4(C)C3CCC12C. Reaction SMILES: [C:1]([CH3:2])([CH3:3])([CH3:4])[Si:5]([O:6][CH:7]1[CH2:8][CH:9]([O:29][Si:30]([CH3:31])([CH3:32])[C:33]([CH3:34])([CH3:35])[CH3:36])[CH2:10][C:11]2=[CH:12][CH:13]=[C:14]3[CH:15]4[CH2:16][CH:17]=[C:18]([CH:19]([CH3:20])[OH:21])[C:22]4([CH3:28])[CH2:23][CH2:24][CH:25]3[C:26]12[CH3:27])([CH3:37])[CH3:38].[CH3:41][N:42]([C:43]([CH:44]=[CH2:45])=[O:46])[CH3:47].[Cl-:48].[H-:39].[NH4+:49].[Na+:40].[O:50]1[CH2:51][CH2:52][CH2:53][CH2:54]1>>[C:1]([CH3:2])([CH3:3])([CH3:4])[Si:5]([O:6][CH:7]1[CH2:8][CH:9]([O:29][Si:30]([CH3:31])([CH3:32])[C:33]([CH3:34])([CH3:35])[CH3:36])[CH2:10][C:11]2=[CH:12][CH:13]=[C:14]3[CH:15]4[CH2:16][CH:17]=[C:18]([CH:19]([CH3:20])[O:21][CH2:45][CH2:44][C:43]([N:42]([CH3:41])[CH3:47])=[O:46])[C:22]4([CH3:28])[CH2:23][CH2:24][CH:25]3[C:26]12[CH3:27])([CH3:37])[CH3:38]. Reactants: N(=O)OCCC(C)C (Isoamyl nitrite), NC=1C(=NC(=NC1Cl)SCCC)N[C@H]1C=C[C@H](C1)O ((1S-cis)-4-[[5-Amino-6-chloro-2-(propylthio)pyrimidin-4-yl]amino]-2-cyclopenten-1-ol). Solvent: C(C)#N (acetonitrile). Conditions: temperature 70 celsius. Yields the product ClC=1C2=C(N=C(N1)SCCC)N(N=N2)[C@H]2C=C[C@H](C2)O ((1S-cis)-4-[7-Chloro-5-(propylthio)-3H-[1,2,3]triazolo[4,5-d]pyrimidin-3-yl]-2-cyclopenten-1-ol). Reaction SMILES: [N:1](OCCC(C)C)=O.[NH2:9][C:10]1[C:11]([NH:21][C@@H:22]2[CH2:26][C@H:25]([OH:27])[CH:24]=[CH:23]2)=[N:12][C:13]([S:17][CH2:18][CH2:19][CH3:20])=[N:14][C:15]=1[Cl:16]>C(#N)C>[Cl:16][C:15]1[C:10]2[N:9]=[N:1][N:21]([C@@H:22]3[CH2:26][C@H:25]([OH:27])[CH:24]=[CH:23]3)[C:11]=2[N:12]=[C:13]([S:17][CH2:18][CH2:19][CH3:20])[N:14]=1. Procedure details: Isoamyl nitrite (1.08 ml) was added to a solution of the product of step b) (2.20 g) in acetonitrile (100 ml) and the solution heated at 70° C. for 1 hour. The cooled reaction mixture was concentrated in vacuo and the residue purified by chromatography (SiO2, ethyl acetate:isohexane 1:2 as eluant) to afford the subtitle compound (1.79 g). The reactants are C(C)(=O)N1CC2=C(N=C(N=C2C2=C(C=C(C=C2)Cl)Cl)S(=O)(=O)C)CC1 (6-acetyl-4-(2,4-dichlorophenyl)-2-(methylsulfonyl)-5,6,7,8-tetrahydropyridino[4,3-d]pyrimidine), NCCNC1=NC=C(C=C1)C#N (2-(2-aminoethyl-amino)-5-cyanopyridine). The product is C(C)(=O)N1CC2=C(N=C(N=C2C2=C(C=C(C=C2)Cl)Cl)NCCNC2=CC=C(C=N2)C#N)CC1 (6-[(2-{[6-acetyl-4-(2,4-dichlorophenyl)-5,6,7,8-tetrahydropyridino[4,3-d]pyrimidin-2-yl]amino}ethyl)amino]pyridine-3-carbonitrile). Reaction SMILES: [C:1]([N:4]1[CH2:25][CH2:24][C:7]2[N:8]=[C:9](S(C)(=O)=O)[N:10]=[C:11]([C:12]3[CH:17]=[CH:16][C:15]([Cl:18])=[CH:14][C:13]=3[Cl:19])[C:6]=2[CH2:5]1)(=[O:3])[CH3:2].[NH2:26][CH2:27][CH2:28][NH:29][C:30]1[CH:35]=[CH:34][C:33]([C:36]#[N:37])=[CH:32][N:31]=1>>[C:1]([N:4]1[CH2:25][CH2:24][C:7]2[N:8]=[C:9]([NH:26][CH2:27][CH2:28][NH:29][C:30]3[N:31]=[CH:32][C:33]([C:36]#[N:37])=[CH:34][CH:35]=3)[N:10]=[C:11]([C:12]3[CH:17]=[CH:16][C:15]([Cl:18])=[CH:14][C:13]=3[Cl:19])[C:6]=2[CH2:5]1)(=[O:3])[CH3:2]. Reported procedure: Following Example 7, reaction of 6-acetyl-4-(2,4-dichlorophenyl)-2-(methylsulfonyl)-5,6,7,8-tetrahydropyridino[4,3-d]pyrimidine and 2-(2-aminoethyl-amino)-5-cyanopyridine gave 6-[(2-{[6-acetyl-4-(2,4-dichlorophenyl)-5,6,7,8-tetrahydropyridino[4,3-d]pyrimidin-2-yl]amino}ethyl)amino]pyridine-3-carbonitrile. Starting materials: FC=1C=C(C=CC1)C=1SC=CC1 (2-(3-Fluorophenyl)thiophene), BrC=1C=CC(=C(C=O)C1)F (5-bromo-2-fluorobenzaldehyde). Product: BrC=1C=CC(=C(C1)CC=1SC(=CC1)C1=CC(=CC=C1)F)F (5-Bromo-2-fluoro-1-(5-(3-fluorophenyl)-2-thienylmethyl)benzene). As a reaction SMILES: [F:1][C:2]1[CH:3]=[C:4]([C:8]2[S:9][CH:10]=[CH:11][CH:12]=2)[CH:5]=[CH:6][CH:7]=1.[Br:13][C:14]1[CH:15]=[CH:16][C:17]([F:22])=[C:18]([CH:21]=1)[CH:19]=O>>[Br:13][C:14]1[CH:15]=[CH:16][C:17]([F:22])=[C:18]([CH2:19][C:10]2[S:9][C:8]([C:4]3[CH:5]=[CH:6][CH:7]=[C:2]([F:1])[CH:3]=3)=[CH:12][CH:11]=2)[CH:21]=1. Reported procedure: 2-(3-Fluorophenyl)thiophene obtained in Reference Example 75-(1) and 5-bromo-2-fluorobenzaldehyde were treated in a manner similar to Reference Example 7 to give the target compound. Reactants: O1CCOC12C(CCCC2)C2=NC(=NO2)C (5-(1,4-dioxa-spiro[4.5]dec-6-yl)-3-methyl-[1,2,4]oxadiazole), Cl (hydrochloric acid). Solvent: O1CCCC1 (tetrahydrofuran). Reaction conditions: temperature 60 celsius, time 13 hour. The product is CC1=NOC(=N1)C1C(CCCC1)=O (2-(3-Methyl-[1,2,4]oxadiazol-5-yl)-cyclohexanone). The yield is 20.3%. Reaction SMILES: O1[C:5]2([CH2:10][CH2:9][CH2:8][CH2:7][CH:6]2[C:11]2[O:15][N:14]=[C:13]([CH3:16])[N:12]=2)[O:4]CC1.Cl>O1CCCC1>[CH3:16][C:13]1[N:12]=[C:11]([CH:6]2[CH2:7][CH2:8][CH2:9][CH2:10][C:5]2=[O:4])[O:15][N:14]=1. Procedure: A mixture of 5-(1,4-dioxa-spiro[4.5]dec-6-yl)-3-methyl-[1,2,4]oxadiazole (0.67 g, 3.0 mmol), tetrahydrofuran (70 mL), and 3 N hydrochloric acid (35 mL) was stirred at 60° C. for 13 h. The mixture was cooled and extracted with ethyl acetate. The organic layer was successively washed with saturated sodium bicarbonate solution and with brine, dried over sodium sulfate, and evaporated under reduced pressure. The remaining solid was recrystallized from heptane to give the title compound (0.11 g, 20%)...